The task is: describe an organic reaction: reactants, conditions, products, and yield. This data is from the Open Reaction Database (ORD), a public repository of structured organic reaction records. The reactants are Cc1ccccc1, CN(C)c1ccc(B(O)O)cc1, CN(C)C=O, COc1cc2nccc(Oc3ccc(C)nc3I)c2cc1OC, [Na+], O, O=C([O-])O. Product: COc1cc2nccc(Oc3ccc(C)nc3-c3ccc(N(C)C)cc3)c2cc1OC. Reaction SMILES: [CH3:1][c:2]1[cH:3][cH:4][cH:5][cH:6][cH:7]1.[CH3:36][N:37]([c:38]1[cH:39][cH:40][c:41]([B:44]([OH:45])[OH:46])[cH:42][cH:43]1)[CH3:47].[CH3:49][N:50]([CH3:51])[CH:52]=[O:53].[I:13][c:14]1[n:15][c:16]([CH3:35])[cH:17][cH:18][c:19]1[O:20][c:21]1[cH:22][cH:23][n:24][c:25]2[cH:26][c:27]([O:33][CH3:34])[c:28]([O:31][CH3:32])[cH:29][c:30]12.[Na+:8].[OH2:48].[OH:9][C:10](=[O:11])[O-:12]>>[c:14]1(-[c:41]2[cH:40][cH:39][c:38]([N:37]([CH3:36])[CH3:47])[cH:43][cH:42]2)[n:15][c:16]([CH3:35])[cH:17][cH:18][c:19]1[O:20][c:21]1[cH:22][cH:23][n:24][c:25]2[cH:26][c:27]([O:33][CH3:34])[c:28]([O:31][CH3:32])[cH:29][c:30]12. The reactants are C(C)(C)(C)OC(NC1=C(C=CC=C1)NC(=O)C1=CC2=C(S1)C=CC(=C2)OCC2=NC=CC=C2)=O ((2-{[5-(Pyridin-2-ylmethoxy)-benzo[b]thiophene-2-carbonyl]-amino}-phenyl)-carbamic acid tert-butyl ester), C([O-])(O)=O.[Na+] (sodium bicarbonate). The solvent is FC(C(=O)O)(F)F (trifluoroacetic acid). Product: NC1=C(C=CC=C1)NC(=O)C1=CC2=C(S1)C=CC(=C2)OCC2=NC=CC=C2 (5-(Pyridin-2-ylmethoxy)-benzo[b]thiophene-2-carboxylic acid (2-amino-phenyl)-amide). The yield is 582.8%. As a reaction SMILES: C(OC(=O)[NH:7][C:8]1[CH:13]=[CH:12][CH:11]=[CH:10][C:9]=1[NH:14][C:15]([C:17]1[S:21][C:20]2[CH:22]=[CH:23][C:24]([O:26][CH2:27][C:28]3[CH:33]=[CH:32][CH:31]=[CH:30][N:29]=3)=[CH:25][C:19]=2[CH:18]=1)=[O:16])(C)(C)C.C(=O)(O)[O-].[Na+]>FC(F)(F)C(O)=O>[NH2:7][C:8]1[CH:13]=[CH:12][CH:11]=[CH:10][C:9]=1[NH:14][C:15]([C:17]1[S:21][C:20]2[CH:22]=[CH:23][C:24]([O:26][CH2:27][C:28]3[CH:33]=[CH:32][CH:31]=[CH:30][N:29]=3)=[CH:25][C:19]=2[CH:18]=1)=[O:16] |f:1.2|. Procedure: A solution of 72 mg (0.151 mmol) of (2-{[5-(Pyridin-2-ylmethoxy)-benzo[b]thiophene-2-carbonyl]-amino}-phenyl)-carbamic acid tert-butyl ester (52) in 1.0 ml trifluoroacetic acid was stirred for 45 min at room temperature and then added to an aqueous solution of sodium bicarbonate. After extraction with ethyl acetate and removal of the solvent the residue was recrystallized from ethyl acetate to yield 33 mg (0.88 mmol) 5-(Pyridin-2-ylmethoxy)-benzo[b]thiophene-2-carboxylic acid (2-amino-phenyl)-am... Reactants: C[Al](C)C, Cc1ccccc1, COC(=O)c1cc2nc(Nc3c(F)cccc3Cl)[nH]c2c2c1OC(C)(C)C2, Nc1ccc(C(F)(F)F)nc1. Yields the product CC1(C)Cc2c(c(C(=O)Nc3ccc(C(F)(F)F)nc3)cc3nc(Nc4c(F)cccc4Cl)[nH]c23)O1. As a reaction SMILES: [CH3:39][Al:40]([CH3:41])[CH3:42].[CH3:43][c:44]1[cH:45][cH:46][cH:47][cH:48][cH:49]1.[Cl:1][c:2]1[c:3]([NH:9][c:10]2[nH:11][c:12]3[c:13]([n:14]2)[cH:15][c:16]([C:24]([O:26][CH3:25])=[O:27])[c:17]2[c:18]3[CH2:19][C:20]([CH3:22])([CH3:23])[O:21]2)[c:4]([F:8])[cH:5][cH:6][cH:7]1.[F:28][C:29]([c:30]1[cH:31][cH:32][c:33]([NH2:36])[cH:34][n:35]1)([F:37])[F:38]>>[Cl:1][c:2]1[c:3]([NH:9][c:10]2[nH:11][c:12]3[c:13]([n:14]2)[cH:15][c:16]([C:24](=[O:26])[NH:36][c:33]2[cH:32][cH:31][c:30]([C:29]([F:28])([F:37])[F:38])[n:35][cH:34]2)[c:17]2[c:18]3[CH2:19][C:20]([CH3:22])([CH3:23])[O:21]2)[c:4]([F:8])[cH:5][cH:6][cH:7]1. The reactants are ClC1=CC(=C(C=C1)O)C1=NC(=NC(=C1Cl)Cl)Cl (4-chloro-2-(2,5,6-trichloro-pyrimidin-4-yl)-phenol), Cl (HCl), Cl (HCl). Reagents/catalysts: S1C(=CC=C1)C(=O)[O-].[Cu+] (Copper (I) thiophene-2-carboxylate). The solvent is CN1C(CCC1)=O (N-methylpyrrolidinone). Run at temperature 100 celsius, time 15 minute. Product: ClC=1N=C(C2=C(N1)C1=C(O2)C=CC(=C1)Cl)Cl (2,4,8-Trichloro-benzo[4,5]furo[3,2-d]pyrimidine). The yield is 83.8%. RXN SMILES: [Cl:1][C:2]1[CH:7]=[CH:6][C:5]([OH:8])=[C:4]([C:9]2[C:14](Cl)=[C:13]([Cl:16])[N:12]=[C:11]([Cl:17])[N:10]=2)[CH:3]=1.Cl>S1C=CC=C1C([O-])=O.[Cu+].CN1CCCC1=O>[Cl:17][C:11]1[N:12]=[C:13]([Cl:16])[C:14]2[O:8][C:5]3[CH:6]=[CH:7][C:2]([Cl:1])=[CH:3][C:4]=3[C:9]=2[N:10]=1 |f:2.3|. Procedure: A 10 mL flask was charged with 4-chloro-2-(2,5,6-trichloro-pyrimidin-4-yl)-phenol (75 mg, 0.24 mmol) and N-methylpyrrolidinone (3.0 mL) under a N2 atmosphere. The solution was purged with N2 for 10 min. Copper (I) thiophene-2-carboxylate (60 mg, 0.32 mmol, 1.3 equiv.) was added and the mixture was heated to 100° C. for 2 h. The reaction mixture was cooled to rt and added to aq. HCl (0.1 M, 6.0 mL) slowly and stirred for 15 min. Additional aq. HCl (0.1 M, 3.0 mL) was added and the mixture was sti... Reactants: ClCCl, OCCC1CCC2(C1)OCCO2. The product is O=CCC1CCC2(C1)OCCO2. RXN SMILES: [Cl:13][CH2:14][Cl:15].[O:1]1[CH2:2][CH2:3][O:4][C:5]12[CH2:6][CH:7]([CH2:10][CH2:11][OH:12])[CH2:8][CH2:9]2>>[O:1]1[CH2:2][CH2:3][O:4][C:5]12[CH2:6][CH:7]([CH2:10][CH:11]=[O:12])[CH2:8][CH2:9]2.